This data is from the Open Reaction Database (ORD), a public repository of structured organic reaction records. The task is: describe an organic reaction: reactants, conditions, products, and yield Starting materials: [S-]C#N.[K+] (Potassium thiocyanate), Cl.NC(C(=O)C1=CC=C(C=C1)F)C1=CC(=NC=C1)OC (2-Amino-1-(4-fluorophenyl)-2-(2-methoxypyridin-4-yl)ethanone hydrochloride), C(=O)(O)[O-].[Na+] (NaHCO3). The solvent is Cl (hydrochloric acid). The product is FC1=CC=C(C=C1)C=1NC(NC1C1=CC(=NC=C1)OC)=S (4-(4-Fluorophenyl)-5-(2-methoxypyridin-4-yl)-1,3-dihydroimidazole-2-thione). Reaction SMILES: [S-:1][C:2]#[N:3].[K+].Cl.[NH2:6][CH:7]([C:17]1[CH:22]=[CH:21][N:20]=[C:19]([O:23][CH3:24])[CH:18]=1)[C:8]([C:10]1[CH:15]=[CH:14][C:13]([F:16])=[CH:12][CH:11]=1)=O.C([O-])(O)=O.[Na+]>Cl>[F:16][C:13]1[CH:12]=[CH:11][C:10]([C:8]2[NH:3][C:2](=[S:1])[NH:6][C:7]=2[C:17]2[CH:22]=[CH:21][N:20]=[C:19]([O:23][CH3:24])[CH:18]=2)=[CH:15][CH:14]=1 |f:0.1,2.3,4.5|. Procedure details: Potassium thiocyanate (2 g, 20.6 mmol) was introduced into a solution of 23d (3.2 g; 10.8 mmol) in 10% strength hydrochloric acid (50 ml). The reaction mixture was stirred under reflux for 30 min. The orange solution was cooled and neutralized using 10% strength NaHCO3 solution. The precipitate was filtered off, washed with H2O and dried under reduced pressure over CaCl2. The crude product was triturated with ethanol, and insoluble components were filtered off. On standing, 24d precipitated from... Starting materials: C1(=CCC(C=C1)=C1C(C2(CCC1C2(C)C)C)=O)C (3-p-tolylidene camphor), OS(=O)(=O)O.O=S(=O)=O (oleum), [Cl-].[Na+] (sodium chloride). Yields the product CC1=C(C=C(C=C1)C=C1C(C2(CCC1C2(C)C)C)=O)S(=O)(=O)[O-].[Na+] (sodium 2-methyl-5-(2-oxo-3-bornylidene methyl)benzene sulfonate). As a reaction SMILES: C1(C)C=CC(=[C:7]2[CH:12]3[C:13]([CH3:15])([CH3:14])[C:9]([CH3:16])([CH2:10][CH2:11]3)[C:8]2=[O:17])CC=1.[OH:19][S:20]([OH:23])(=O)=[O:21].O=S(=O)=O.[Cl-].[Na+:29]>>[CH3:16][C:9]1[CH:10]=[CH:11][C:12]([CH:13]=[C:7]2[CH:12]3[C:13]([CH3:15])([CH3:14])[C:9]([CH3:16])([CH2:10][CH2:11]3)[C:8]2=[O:17])=[CH:7][C:8]=1[S:20]([O-:23])(=[O:21])=[O:19].[Na+:29] |f:1.2,3.4,5.6|. Procedure: 25.4 g of 3-p-tolylidene camphor are added to 64 ml of oleum containing 10% SO3, with cooling so as to keep the temperature of the reaction mixture around 35° C. The resulting mixture is then poured into 150 ml of a saturated sodium chloride solution, the mixture being cooled to below 25° C. A precipitate is obtained which is filtered and then washed with a saturated sodium chloride solution. The wet product is made into paste in 70 ml of water. It is then filtered and recrystallized in an 80:20... Reactants: FC1=CC=C(C=C1)C=1C=CC(=NC1)N1CCC(CC1)CCNC(OC1=CC=C(C=C1)[N+](=O)[O-])=O (4-nitrophenyl 2-[5′-(4-fluorophenyl)-3,4,5,6-tetrahydro-2H-[1,2′]bipyridinyl-4-yl]ethylcarbamate), C(C)C1=NOC(=N1)CO (3-ethyl[1,2,4]oxadiazol-5-ylmethanol), C(C)(C)N(C(C)C)CC (N,N-diisopropylethylamine), N,N-dimethylaminopyridine. Yields the product FC1=CC=C(C=C1)C=1C=CC(=NC1)N1CCC(CC1)CCNC(OCC1=NC(=NO1)CC)=O (3-Ethyl[1,2,4]oxadiazol-5-ylmethyl 2-[5′-(4-fluorophenyl)-3,4,5,6-tetrahydro-2H-[1,2′]bipyridinyl-4-yl]ethylcarbamate). The yield is 60.9%. Reaction SMILES: [F:1][C:2]1[CH:7]=[CH:6][C:5]([C:8]2[CH:9]=[CH:10][C:11]([N:14]3[CH2:19][CH2:18][CH:17]([CH2:20][CH2:21][NH:22][C:23](=[O:34])[O:24][C:25]4C=CC([N+]([O-])=O)=C[CH:26]=4)[CH2:16][CH2:15]3)=[N:12][CH:13]=2)=[CH:4][CH:3]=1.C(N(CC)C(C)C)(C)C.[CH2:44]([C:46]1[N:50]=C(CO)[O:48][N:47]=1)[CH3:45]>>[F:1][C:2]1[CH:7]=[CH:6][C:5]([C:8]2[CH:9]=[CH:10][C:11]([N:14]3[CH2:19][CH2:18][CH:17]([CH2:20][CH2:21][NH:22][C:23](=[O:34])[O:24][CH2:25][C:26]4[O:48][N:47]=[C:46]([CH2:44][CH3:45])[N:50]=4)[CH2:16][CH2:15]3)=[N:12][CH:13]=2)=[CH:4][CH:3]=1. Procedure details: The process is performed according to the procedure described in Example 1 (step 1.6.). Starting with 0.23 g (0.5 mmol) of 4-nitrophenyl 2-[5′-(4-fluorophenyl)-3,4,5,6-tetrahydro-2H-[1,2′]bipyridinyl-4-yl]ethylcarbamate, described in Example 1 (step 1.5.), 0.128 g (0.99 mmol) of N,N-diisopropylethylamine, 0.030 g (0.25 mmol) of N,N-dimethylaminopyridine and 0.067 g (0.50 mmol) of 3-ethyl[1,2,4]oxadiazol-5-ylmethanol, and after chromatography on silica gel, eluting with a 99/1/0.1 mixture of dich... The reactants are CC(C(=O)OCC)(CC)C1=CC(=CC=C1)OCC=1C=C2C=CC(N(C2=CC1)C)=O (ethyl 2-methyl-2-[3-(1-methyl-2-oxo-1,2-dihydroquinolin-6-ylmethoxy)phenyl]butyrate), CI (methyl iodide). Product: COC=1C=C(C=CC1)C(C(=O)OCC)(CC)C (ethyl 2-(3-methoxyphenyl)-2-methylbutyrate). RXN SMILES: [CH3:1][C:2]([C:10]1[CH:15]=[CH:14][CH:13]=[C:12]([O:16][CH2:17]C2C=C3C(=CC=2)N(C)C(=O)C=C3)[CH:11]=1)([CH2:8][CH3:9])[C:3]([O:5][CH2:6][CH3:7])=[O:4].CI>>[CH3:17][O:16][C:12]1[CH:11]=[C:10]([C:2]([CH3:1])([CH2:8][CH3:9])[C:3]([O:5][CH2:6][CH3:7])=[O:4])[CH:15]=[CH:14][CH:13]=1. Procedure: The ethyl 2-(3-hydroxyphenyl)-2-methylbutyrate used as a starting material was obtained using the procedures described in the portion of Example 1 which is concerned with the preparation of starting materials except that methyl iodide was used in place of ethyl iodide in the second alkylation step. The intermediate so obtained, ethyl 2-(3-methoxyphenyl)-2-methylbutyrate, gave the following characteristic NMR signals: 0.84 (t, 3 H), 1.19 (t, 3 H), 1.5 (s, 3 H), 1.85-2.15 (m, 2 H), 3.8 (s, 3 H), 4... Starting materials: BrC1=CC=C(OCC2=C(C(=O)O)C=CC=C2)C=C1 (o-(p-bromophenoxymethyl)benzoic acid), FC(C(=O)OC(C(F)(F)F)=O)(F)F (trifluoroacetic anhydride). Yields the product BrC1=CC2=C(OCC3=C(C2=O)C=CC=C3)C=C1 (2-Bromo-6,11-dihydro-11-oxodibenz[b,e]oxepin). RXN SMILES: [Br:1][C:2]1[CH:18]=[CH:17][C:5]([O:6][CH2:7][C:8]2[CH:16]=[CH:15][CH:14]=[CH:13][C:9]=2[C:10]([OH:12])=O)=[CH:4][CH:3]=1.FC(F)(F)C(OC(=O)C(F)(F)F)=O>>[Br:1][C:2]1[CH:3]=[CH:4][C:5]2[O:6][CH2:7][C:8]3[CH:16]=[CH:15][CH:14]=[CH:13][C:9]=3[C:10](=[O:12])[C:17]=2[CH:18]=1. Procedure details: Reflux 120 gm. of o-(p-bromophenoxymethyl)benzoic acid in 500 cc. of trifluoroacetic anhydride containing 0.5 cc. of boron trifluoride-ether complex for 31/2 hours. Cool, separate the solids by filtration, and wash with ether in order to obtain the title product (m.p. 136°-139° C.). Starting materials: C[C@H]1CNS(C1)(=O)=O ((S)-4-methylisothiazolidine 1,1-dioxide), C1(CC1)C=1C(=NC=C(C1)C1CC1)N1CCN(CC1)C(=O)C1=C(C=C(C=C1)I)F ([4-(3,5-dicyclopropylpyridin-2-yl)piperazin-1-yl](2-fluoro-4-iodophenyl)methanone). Product: C1(CC1)C=1C(=NC=C(C1)C1CC1)N1CCN(CC1)C(=O)C1=C(C=C(C=C1)N1S(C[C@H](C1)C)(=O)=O)F ((S)-[4-(3,5-dicyclopropylpyridin-2-yl)piperazin-1-yl][2-fluoro-4-(4-methyl-1,1-dioxo-1λ6-isothiazolidin-2-yl)phenyl]methanone). Yield: 32.8%. Reaction SMILES: [CH3:1][C@@H:2]1[CH2:6][S:5](=[O:8])(=[O:7])[NH:4][CH2:3]1.[CH:9]1([C:12]2[C:13]([N:21]3[CH2:26][CH2:25][N:24]([C:27]([C:29]4[CH:34]=[CH:33][C:32](I)=[CH:31][C:30]=4[F:36])=[O:28])[CH2:23][CH2:22]3)=[N:14][CH:15]=[C:16]([CH:18]3[CH2:20][CH2:19]3)[CH:17]=2)[CH2:11][CH2:10]1>>[CH:9]1([C:12]2[C:13]([N:21]3[CH2:22][CH2:23][N:24]([C:27]([C:29]4[CH:34]=[CH:33][C:32]([N:4]5[CH2:3][C@H:2]([CH3:1])[CH2:6][S:5]5(=[O:8])=[O:7])=[CH:31][C:30]=4[F:36])=[O:28])[CH2:25][CH2:26]3)=[N:14][CH:15]=[C:16]([CH:18]3[CH2:20][CH2:19]3)[CH:17]=2)[CH2:10][CH2:11]1. Procedure details: Using (S)-4-methylisothiazolidine 1,1-dioxide (235 mg) described in Preparation Example 4 and [4-(3,5-dicyclopropylpyridin-2-yl)piperazin-1-yl](2-fluoro-4-iodophenyl)methanone (570 mg) described in Preparation Example 164 and by the reaction and treatment in the same manner as in Example 1, the title compound (190 mg) was obtained. The reactants are ClC1=C(C(=O)N2C(=C(C3=CC=C(C=C23)C(=O)OCC2=CC=CC=C2)C(C(C)C)=O)CCC)C=CC=C1 (benzyl 1-(2-chlorobenzoyl)-3-isobutyryl-2-propylindole-6-carboxylate). Reagents/catalysts: [Pd] (palladium on carbon). The solvent is CO (methanol). Yields the product ClC1=C(C(=O)N2C(=C(C3=CC=C(C=C23)C(=O)O)C(C(C)C)=O)CCC)C=CC=C1 (1-(2-chlorobenzoyl)-3-isobutyryl-2-propylindole-6-carboxylic acid). The yield is 75.8%. Reaction SMILES: [Cl:1][C:2]1[CH:36]=[CH:35][CH:34]=[CH:33][C:3]=1[C:4]([N:6]1[C:14]2[C:9](=[CH:10][CH:11]=[C:12]([C:15]([O:17]CC3C=CC=CC=3)=[O:16])[CH:13]=2)[C:8]([C:25](=[O:29])[CH:26]([CH3:28])[CH3:27])=[C:7]1[CH2:30][CH2:31][CH3:32])=[O:5]>CO.[Pd]>[Cl:1][C:2]1[CH:36]=[CH:35][CH:34]=[CH:33][C:3]=1[C:4]([N:6]1[C:14]2[C:9](=[CH:10][CH:11]=[C:12]([C:15]([OH:17])=[O:16])[CH:13]=2)[C:8]([C:25](=[O:29])[CH:26]([CH3:28])[CH3:27])=[C:7]1[CH2:30][CH2:31][CH3:32])=[O:5]. Reported procedure: A solution of benzyl 1-(2-chlorobenzoyl)-3-isobutyryl-2-propylindole-6-carboxylate (304 mg) in methanol (6 ml) was hydrogenated over 10% palladium on carbon at 20° C. for 9 hours. The catalyst was filtered off and the filtrate was evaporated in vacuo. The residue was chromatographed on silica gel eluting with a mixture of methanol and chloroform (1:30) to give crystals which were recrystallized from a mixture of ethyl acetate and hexane to give 1-(2-chlorobenzoyl)-3-isobutyryl-2-propylindole-6-c...